This data is from the Open Reaction Database (ORD), a public repository of structured organic reaction records. The task is: describe an organic reaction: reactants, conditions, products, and yield Starting materials: N (NH3), OO (H2O2), CN(C1CC2=CC3=C(N=C(N=[N+]3[O-])CC)C=C2C1)C (7-(Dimethylamino)-3-ethyl-7,8-dihydro-6H-indeno[5,6-e][1,2,4]triazine 1-Oxide), C(=O)(C(F)(F)F)O (TFA). The solvent is C(Cl)Cl (DCM), C(Cl)(Cl)Cl (CHCl3). Conditions: temperature 20 celsius, time 10 minute. Yields the product CN(C1CC2=CC3=C([N+](=C(N=[N+]3[O-])CC)[O-])C=C2C1)C (7-(Dimethylamino)-3-ethyl-7,8-dihydro-6H-indeno[5,6-e][1,2,4]triazine 1,4-Dioxide). The yield is 20.7%. RXN SMILES: OO.[CH3:3][N:4]([CH3:21])[CH:5]1[CH2:20][C:19]2[C:7](=[CH:8][C:9]3[N+:14]([O-:15])=[N:13][C:12]([CH2:16][CH3:17])=[N:11][C:10]=3[CH:18]=2)[CH2:6]1.C(O)(C(F)(F)F)=[O:23].N>C(Cl)Cl.C(Cl)(Cl)Cl>[CH3:21][N:4]([CH3:3])[CH:5]1[CH2:20][C:19]2[C:7](=[CH:8][C:9]3[N+:14]([O-:15])=[N:13][C:12]([CH2:16][CH3:17])=[N+:11]([O-:23])[C:10]=3[CH:18]=2)[CH2:6]1. Procedure details: H2O2 (70%, 0.47 mL, ca. 9.7 mmol) was added dropwise to a stirred solution of TFM (1.35 mL, 9.7 mmol) in DCM (15 mL) at 0° C. The solution was stirred at 20° C. for 10 min, then cooled to 0° C. and added to a solution of 1-oxide 115 (250 mg, 0.97 mmol) and TFA (0.16 mL, 2.07 mmol) in CHCl3 (15 mL) at 0° C. The solution was stirred at 20° C. for 5 h. The solution was made basic with dilute aqueous NH3 solution and extracted with CHCl3 (3×30 mL). The combined organic fraction was dried and the sol... Starting materials: [Li]CCCC, C1CCOC1, CN(C)S(=O)(=O)n1cc([SiH](C)C)nc1C(C)(C)C, Cc1nc([Si](C)(C)C(C)(C)C)n(S(=O)(=O)N(C)C)c1C(O)c1ccc2c(c1)OCCO2. Product: Cc1ncn(S(=O)(=O)N(C)C)c1C(O)c1ccc2c(c1)OCCO2. As a reaction SMILES: [CH2:19]([Li:20])[CH2:21][CH2:22][CH3:23].[CH2:55]1[O:56][CH2:57][CH2:58][CH2:59]1.[CH3:1][N:2]([CH3:3])[S:4]([n:5]1[cH:6][c:7]([SiH:8]([CH3:9])[CH3:10])[n:11][c:12]1[C:13]([CH3:14])([CH3:15])[CH3:16])(=[O:17])=[O:18].[CH3:24][N:25]([S:26](=[O:27])(=[O:28])[n:29]1[c:30]([Si:47]([C:48]([CH3:49])([CH3:50])[CH3:51])([CH3:52])[CH3:53])[n:31][c:32]([CH3:46])[c:33]1[CH:34]([OH:35])[c:36]1[cH:37][c:38]2[c:39]([cH:44][cH:45]1)[O:40][CH2:41][CH2:42][O:43]2)[CH3:54]>>[CH3:24][N:25]([S:26](=[O:27])(=[O:28])[n:29]1[cH:30][n:31][c:32]([CH3:46])[c:33]1[CH:34]([OH:35])[c:36]1[cH:37][c:38]2[c:39]([cH:44][cH:45]1)[O:40][CH2:41][CH2:42][O:43]2)[CH3:54]. Reactants: Cc1ccc2c(c1)C(C)(C)CC(c1cccc(N)c1)N2, ClCCl, O=S(=O)(Cl)c1cccc(F)c1, c1ccncc1. The product is Cc1ccc2c(c1)C(C)(C)CC(c1cccc(NS(=O)(=O)c3cccc(F)c3)c1)N2. RXN SMILES: [CH3:1][C:2]1([CH3:20])[CH2:3][CH:4]([c:13]2[cH:14][c:15]([NH2:19])[cH:16][cH:17][cH:18]2)[NH:5][c:6]2[cH:7][cH:8][c:9]([CH3:12])[cH:10][c:11]21.[Cl:38][CH2:39][Cl:40].[F:27][c:28]1[cH:29][c:30]([S:34](=[O:35])(=[O:36])[Cl:37])[cH:31][cH:32][cH:33]1.[cH:21]1[cH:22][cH:23][n:24][cH:25][cH:26]1>>[CH3:1][C:2]1([CH3:20])[CH2:3][CH:4]([c:13]2[cH:14][c:15]([NH:19][S:34]([c:30]3[cH:29][c:28]([F:27])[cH:33][cH:32][cH:31]3)(=[O:35])=[O:36])[cH:16][cH:17][cH:18]2)[NH:5][c:6]2[cH:7][cH:8][c:9]([CH3:12])[cH:10][c:11]21. The reactants are C1(=CC=CC=C1)[C@H]1[C@@H](C1)C=NO (trans-2-phenylcyclopropanecarbaldehyde oxime), ClN1C(CCC1=O)=O (N-chlorosuccinimide). Run in CN(C)C=O (DMF). Product: ON=C([C@H]1[C@@H](C1)C1=CC=CC=C1)Cl (trans-N-hydroxy-2-phenylcyclopropanecarbimidoyl chloride). Reaction SMILES: [C:1]1([C@@H:7]2[CH2:9][C@H:8]2[CH:10]=[N:11][OH:12])[CH:6]=[CH:5][CH:4]=[CH:3][CH:2]=1.[Cl:13]N1C(=O)CCC1=O>CN(C=O)C>[OH:12][N:11]=[C:10]([Cl:13])[C@@H:8]1[CH2:9][C@H:7]1[C:1]1[CH:6]=[CH:5][CH:4]=[CH:3][CH:2]=1. Reported procedure: To a solution of the crude trans-2-phenylcyclopropanecarbaldehyde oxime rac-I-6C (04 g, 2.51 mmol) in DMF (5 mL) and cooled at 0°C. N-chlorosuccinimide (0.37 g, 2.7 mmol) was added portionwise. The reaction mixture was slowly warmed to rt and stirred fo(14 h. The reaction was quenched with saturated NaCl (aq.) and extracted with Et2O. The organics were collected, washed with water, brine, dried over Na2SO4, filtered, and concentrated under vacuum. The crude was purified by column chromatography ... Starting materials: NCC(=O)NCC(=O)N[C@@H](CC1=CC=CC=C1)C(=O)N[C@@H](CCSC)C(=O)N[C@@H]([C@H](O)C)C(=O)N[C@@H](CO)C(=O)N[C@@H](CCC(O)=O)C(=O)N[C@@H](CCCCN)C(=O)N[C@@H](CO)C(=O)N[C@@H](CCC(N)=O)C(=O)N[C@@H]([C@H](O)C)C(=O)N1[C@H](C(=O)N[C@@H](CC(C)C)C(=O)N[C@@H](C(C)C)C(=O)N[C@@H]([C@H](O)C)C(=O)N[C@@H](CC(C)C)C(=O)O)CCC1 (H-Gly-Gly-Phe-Met-Thr-Ser-Glu-Lys-Ser-Gln-Thr-Pro-Leu-Val-Thr-Leu-OH), OO (hydrogen peroxide). The reagents and catalysts are [Pt] (platinum Black). The solvent is C(C)(=O)O (acetic acid), C(C)(=O)O (acetic acid). Reaction conditions: time 1 hour. Yields the product NCC(=O)NCC(=O)N[C@@H](CC1=CC=CC=C1)C(=O)N[C@@H](CCS(=O)C)C(=O)N[C@@H]([C@H](O)C)C(=O)N[C@@H](CO)C(=O)N[C@@H](CCC(O)=O)C(=O)N[C@@H](CCCCN)C(=O)N[C@@H](CO)C(=O)N[C@@H](CCC(N)=O)C(=O)N[C@@H]([C@H](O)C)C(=O)N1[C@H](C(=O)N[C@@H](CC(C)C)C(=O)N[C@@H](C(C)C)C(=O)N[C@@H]([C@H](O)C)C(=O)N[C@@H](CC(C)C)C(=O)O)CCC1 (H-Gly-Gly-Phe-Met(O)-Thr-Ser-Glu-Lys-Ser-Gln-Thr-Pro-Leu-Val-Thr-Leu-OH). As a reaction SMILES: [NH2:1][CH2:2][C:3]([NH:5][CH2:6][C:7]([NH:9][C@H:10]([C:18]([NH:20][C@H:21]([C:26]([NH:28][C@H:29]([C:33]([NH:35][C@H:36]([C:39]([NH:41][C@H:42]([C:48]([NH:50][C@H:51]([C:57]([NH:59][C@H:60]([C:63]([NH:65][C@H:66]([C:72]([NH:74][C@H:75]([C:79]([N:81]1[CH2:118][CH2:117][CH2:116][C@H:82]1[C:83]([NH:85][C@H:86]([C:91]([NH:93][C@H:94]([C:98]([NH:100][C@H:101]([C:105]([NH:107][C@H:108]([C:113]([OH:115])=[O:114])[CH2:109][CH:110]([CH3:112])[CH3:111])=[O:106])[C@@H:102]([CH3:104])[OH:103])=[O:99])[CH:95]([CH3:97])[CH3:96])=[O:92])[CH2:87][CH:88]([CH3:90])[CH3:89])=[O:84])=[O:80])[C@@H:76]([CH3:78])[OH:77])=[O:73])[CH2:67][CH2:68][C:69](=[O:71])[NH2:70])=[O:64])[CH2:61][OH:62])=[O:58])[CH2:52][CH2:53][CH2:54][CH2:55][NH2:56])=[O:49])[CH2:43][CH2:44][C:45](=[O:47])[OH:46])=[O:40])[CH2:37][OH:38])=[O:34])[C@@H:30]([CH3:32])[OH:31])=[O:27])[CH2:22][CH2:23][S:24][CH3:25])=[O:19])[CH2:11][C:12]1[CH:17]=[CH:16][CH:15]=[CH:14][CH:13]=1)=[O:8])=[O:4].[OH:119]O>C(O)(=O)C.[Pt]>[NH2:1][CH2:2][C:3]([NH:5][CH2:6][C:7]([NH:9][C@H:10]([C:18]([NH:20][C@H:21]([C:26]([NH:28][C@H:29]([C:33]([NH:35][C@H:36]([C:39]([NH:41][C@H:42]([C:48]([NH:50][C@H:51]([C:57]([NH:59][C@H:60]([C:63]([NH:65][C@H:66]([C:72]([NH:74][C@H:75]([C:79]([N:81]1[CH2:118][CH2:117][CH2:116][C@H:82]1[C:83]([NH:85][C@H:86]([C:91]([NH:93][C@H:94]([C:98]([NH:100][C@H:101]([C:105]([NH:107][C@H:108]([C:113]([OH:115])=[O:114])[CH2:109][CH:110]([CH3:112])[CH3:111])=[O:106])[C@@H:102]([CH3:104])[OH:103])=[O:99])[CH:95]([CH3:96])[CH3:97])=[O:92])[CH2:87][CH:88]([CH3:90])[CH3:89])=[O:84])=[O:80])[C@@H:76]([CH3:78])[OH:77])=[O:73])[CH2:67][CH2:68][C:69](=[O:71])[NH2:70])=[O:64])[CH2:61][OH:62])=[O:58])[CH2:52][CH2:53][CH2:54][CH2:55][NH2:56])=[O:49])[CH2:43][CH2:44][C:45](=[O:46])[OH:47])=[O:40])[CH2:37][OH:38])=[O:34])[C@@H:30]([CH3:32])[OH:31])=[O:27])[CH2:22][CH2:23][S:24]([CH3:25])=[O:119])=[O:19])[CH2:11][C:12]1[CH:17]=[CH:16][CH:15]=[CH:14][CH:13]=1)=[O:8])=[O:4]. Reported procedure: 200 mg of the peptide obtained in Example I is dissolved in 20 ml glacial acetic acid, after which 0.08 ml 30% hydrogen peroxide is added. The mixture is stirred for about 1 hour at room temperature, after which 300 mg platinum Black in glacial acetic acid is added to the mixture and the whole is stirred for about a further 15 minutes. Reactants: [BH3-]C#N.[Na+] (NaBH3CN), NC=1C=C(C=CC1)O (3-aminophenol), O=C(C(=O)O)CCC(=O)O (2-ketoglutaric acid). The reagents and catalysts are O=C(C(=O)O)CCC(=O)O (2-ketoglutaric acid). Run in CO (MeOH). Run at time 17 hour. Yields the product OC=1C=C(C=CC1)N1C(CCC1=O)C(=O)OC (methyl 1-(3-hydroxyphenyl)-5-oxo-2-pyrrolidinecarboxylate). The yield is 88.6%. Reaction SMILES: [BH3-][C:2]#N.[Na+].[NH2:5][C:6]1[CH:7]=[C:8]([OH:12])[CH:9]=[CH:10][CH:11]=1.O=[C:14]([CH2:18][CH2:19][C:20]([OH:22])=[O:21])[C:15]([OH:17])=O>CO.O=C(CCC(O)=O)C(O)=O>[OH:12][C:8]1[CH:7]=[C:6]([N:5]2[C:15](=[O:17])[CH2:14][CH2:18][CH:19]2[C:20]([O:22][CH3:2])=[O:21])[CH:11]=[CH:10][CH:9]=1 |f:0.1|. Reported procedure: NaBH3CN (11.55 g, 0.18 mol) was added to a stirred solution of 3-aminophenol (10.00 g, 0.09 mol) and 2-ketoglutaric acid (17.41 g, 0.12 mol) in MeOH (350 mL). After about 17 hours, 2-ketoglutaric acid (1.00 g, 7 mmol) was added and the mixture stirred for about 1 hour. cH2SO4 was added until pH=1 and the mixture heated to reflux. cH2SO4 (3 mL) was added after about 3 hours and then again about 1 hour later. The mixture was heated at reflux overnight, the solvent evaporated and the residue dilute... Starting materials: BrC=1SC(=C(N1)C(NC=1C=NN(C1C12CCC(C(CC1)O2)NC(=O)OC(C)(C)C)C)=O)NC(OC(C)(C)C)=O (tert-Butyl N-[2-bromo-4-[[5-[2-(tert-butoxycarbonylamino)-8-oxabicyclo[3.2.1]octan-5-yl]-1-methyl-pyrazol-4-yl]carbamoyl]thiazol-5-yl]carbamate), F[C@@H]1CO[C@@H](CC[C@H]1NC(OC(C)(C)C)=O)C1=C(C=NN1C)[N+](=O)[O-] (tert-butyl ((3S,4R,7S)-3-fluoro-7-(1-methyl-4-nitro-1H-pyrazol-5-yl)oxepan-4-yl)carbamate), CO[C@@H]1CO[C@@H](CC[C@H]1NC(OC(C)(C)C)=O)C1=C(C=NN1C)[N+](=O)[O-] (tert-butyl ((3S,4R,7S)-3-methoxy-7-(1-methyl-4-nitro-1H-pyrazol-5-yl)oxepan-4-yl)carbamate). Product: BrC=1SC(=C(N1)C(NC=1C=NN(C1[C@H]1OC[C@H]([C@@H](CC1)NC(=O)OC(C)(C)C)OC)C)=O)NC(OC(C)(C)C)=O (tert-Butyl N-[2-bromo-4-[[5-[(2S,5R,6S)-5-(tert-butoxycarbonylamino)-6-methoxy-oxepan-2-yl]-1-methyl-pyrazol-4-yl]carbamoyl]thiazol-5-yl]carbamate). Reaction SMILES: [Br:1][C:2]1[S:3][C:4]([NH:32][C:33](=[O:39])[O:34][C:35]([CH3:38])([CH3:37])[CH3:36])=[C:5]([C:7](=[O:31])[NH:8][C:9]2[CH:10]=[N:11][N:12]([CH3:30])[C:13]=2[C:14]23[O:21][CH:18]([CH2:19]C2)[CH:17]([NH:22][C:23]([O:25][C:26]([CH3:29])([CH3:28])[CH3:27])=[O:24])[CH2:16][CH2:15]3)[N:6]=1.F[C@H]1[C@H](NC(=O)OC(C)(C)C)CC[C@@H](C2N(C)N=CC=2[N+]([O-])=O)[O:43][CH2:42]1.CO[C@H]1[C@H](NC(=O)OC(C)(C)C)CC[C@@H](C2N(C)N=CC=2[N+]([O-])=O)OC1>>[Br:1][C:2]1[S:3][C:4]([NH:32][C:33](=[O:39])[O:34][C:35]([CH3:37])([CH3:38])[CH3:36])=[C:5]([C:7](=[O:31])[NH:8][C:9]2[CH:10]=[N:11][N:12]([CH3:30])[C:13]=2[C@@H:14]2[CH2:15][CH2:16][C@@H:17]([NH:22][C:23]([O:25][C:26]([CH3:27])([CH3:29])[CH3:28])=[O:24])[C@H:19]([O:43][CH3:42])[CH2:18][O:21]2)[N:6]=1. Procedure details: Following the procedure for Intermediate 65, starting from tert-butyl ((3S,4R,7S)-3-fluoro-7-(1-methyl-4-nitro-1H-pyrazol-5-yl)oxepan-4-yl)carbamate (Intermediate 21) gave tert-Butyl N-[2-bromo-4-[[5-[(2S,5R,6S)-5-(tert-butoxycarbonylamino)-6-methoxy-oxepan-2-yl]-1-methyl-pyrazol-4-yl]carbamoyl]thiazol-5-yl]carbamate. Reactants: CNCC(C(C(C(CO)O)O)O)O (6-methylaminohexane-1,2,3,4,5-pentaol), FC1=CC=C(C=C1)N1C(C(C1C1=CC=C(C=C1)OCCCCCCCCI)CCC(O)C1=CC=C(C=C1)F)=O (1-(4-fluorophenyl)-3-[3-(4-fluorophenyl)-3-hydroxypropyl]-4-[4-(8-iodooctyloxy)phenyl]azetidin-2-one), C39H52F2N2O8. Run in CN(C=O)C (dimethylformamide). Conditions: temperature 50 celsius, time 2 hour. The product is FC1=CC=C(C=C1)N1C(C(C1C1=CC=C(C=C1)OCCCCCCCCN(CC(C(C(C(CO)O)O)O)O)C)CCC(O)C1=CC=C(C=C1)F)=O (1-(4-Fluorophenyl)-3-[3-(4-fluorophenyl)-3-hydroxypropyl]-4-(4-{8-[methyl-(2,3,4,5,6-pentahydroxyhexyl)amino]octyloxy}phenyl)azetidin-2-one). As a reaction SMILES: [F:1][C:2]1[CH:7]=[CH:6][C:5]([N:8]2[CH:11]([C:12]3[CH:17]=[CH:16][C:15]([O:18][CH2:19][CH2:20][CH2:21][CH2:22][CH2:23][CH2:24][CH2:25][CH2:26]I)=[CH:14][CH:13]=3)[CH:10]([CH2:28][CH2:29][CH:30]([C:32]3[CH:37]=[CH:36][C:35]([F:38])=[CH:34][CH:33]=3)[OH:31])[C:9]2=[O:39])=[CH:4][CH:3]=1.[CH3:40][NH:41][CH2:42][CH:43]([OH:52])[CH:44]([OH:51])[CH:45]([OH:50])[CH:46]([OH:49])[CH2:47][OH:48]>CN(C)C=O>[F:1][C:2]1[CH:7]=[CH:6][C:5]([N:8]2[CH:11]([C:12]3[CH:17]=[CH:16][C:15]([O:18][CH2:19][CH2:20][CH2:21][CH2:22][CH2:23][CH2:24][CH2:25][CH2:26][N:41]([CH3:40])[CH2:42][CH:43]([OH:52])[CH:44]([OH:51])[CH:45]([OH:50])[CH:46]([OH:49])[CH2:47][OH:48])=[CH:14][CH:13]=3)[CH:10]([CH2:28][CH2:29][CH:30]([C:32]3[CH:37]=[CH:36][C:35]([F:38])=[CH:34][CH:33]=3)[OH:31])[C:9]2=[O:39])=[CH:4][CH:3]=1. Reported procedure: 150 mg of 1-(4-fluorophenyl)-3-[3-(4-fluorophenyl)-3-hydroxypropyl]-4-[4-(8-iodooctyloxy)phenyl]azetidin-2-one are dissolved in 5 ml of absolute dimethylformamide. 180 mg of 6-methylaminohexane-1,2,3,4,5-pentaol are then added, and the reaction solution is stirred at 50° C. for 2 h. After concentration using a rotary evaporator and oil pump vacuum at 40° C., the residue is purified by preparative HPLC. The product is obtained as an oil. C39H52F2N2O8 (714) MS (ESI): M+ Reactants: NC1(CCC1)C1=CC=C(C=C1)C=1C(C=2C(=C3C=NNC3=CC2)OC1C1=CC=CC=C1)=O (3-[4-(1-amino-cyclobutyl)-phenyl]-2-phenyl-7H-pyrano[2,3-e]indazol-4-one), C(C)(C)(C)OC(NC1(CCC1)C1=CC=C(C=C1)C1=C(OC2=C(C1=O)C=CC=1N=C(NC12)C(F)F)C1=CC=CC=C1)=O ({1-[4-(2-difluoromethyl-6-oxo-8-phenyl-1,6-dihydro-chromeno[7,8-d]imidazol-7-yl)-phenyl]-cyclobutyl}-carbamic acid tert-butyl ester). Product: NC1(CCC1)C1=CC=C(C=C1)C1=C(OC2=C(C1=O)C=CC=1N=C(NC12)C(F)F)C1=CC=CC=C1 (7-[4-(1-Amino-cyclobutyl)-phenyl]-2-difluoromethyl-8-phenyl-1H-chromeno[7,8-d]imidazol-6-one). Yield: 58.0%. RXN SMILES: NC1(C2C=CC(C3C(=O)C4C(OC=3C3C=CC=CC=3)=C3C(=CC=4)NN=C3)=CC=2)CCC1.C(OC(=O)[NH:38][C:39]1([C:43]2[CH:48]=[CH:47][C:46]([C:49]3[C:54](=[O:55])[C:53]4[CH:56]=[CH:57][C:58]5[N:59]=[C:60]([CH:63]([F:65])[F:64])[NH:61][C:62]=5[C:52]=4[O:51][C:50]=3[C:66]3[CH:71]=[CH:70][CH:69]=[CH:68][CH:67]=3)=[CH:45][CH:44]=2)[CH2:42][CH2:41][CH2:40]1)(C)(C)C>>[NH2:38][C:39]1([C:43]2[CH:48]=[CH:47][C:46]([C:49]3[C:54](=[O:55])[C:53]4[CH:56]=[CH:57][C:58]5[N:59]=[C:60]([CH:63]([F:65])[F:64])[NH:61][C:62]=5[C:52]=4[O:51][C:50]=3[C:66]3[CH:67]=[CH:68][CH:69]=[CH:70][CH:71]=3)=[CH:45][CH:44]=2)[CH2:40][CH2:41][CH2:42]1. Reported procedure: Following the procedure used to prepare 3-[4-(1-amino-cyclobutyl)-phenyl]-2-phenyl-7H-pyrano[2,3-e]indazol-4-one, {1-[4-(2-difluoromethyl-6-oxo-8-phenyl-1,6-dihydro-chromeno[7,8-d]imidazol-7-yl)-phenyl]-cyclobutyl}-carbamic acid tert-butyl ester was reacted to give the title compound as a white solid (29 mg, 58%). 1H NMR (400 MHz, DMSO-d6): δ 7.78 (d, J=8.7 Hz, 1H), 7.59 (d, J=8.7 Hz, 1H), 7.50-7.46 (m, 2H), 7.45-7.34 (m, 5H), 7.27-7.23 (m, 2H), 7.12 (t, J=53.8 Hz, 1H), 2.55-2.46 (m, 2H), 2.34-2...